From a dataset of the Open Reaction Database (ORD), a public repository of structured organic reaction records. describe an organic reaction: reactants, conditions, products, and yield Reactants: COC([C@H]1N(CC(C1)=O)C(=O)OCC1=CC=CC=C1)=O ((S)-1-benzyloxycarbonyl-4-oxoproline methyl ester), C(C)OCC (diethyl ether), saturated aqueous solution, [Cl-].[NH4+] (ammonium chloride), CC(C)([O-])C.[K+] (potassium t-butoxide), C(C)OCC (diethyl ether). Reagents/catalysts: [Br-].C[P+](C1=CC=CC=C1)(C1=CC=CC=C1)C1=CC=CC=C1 (methyltriphenylphosphonium bromide). Run at temperature 5 celsius, time 15 minute. Yields the product CC1C[C@H]2CC(CCN2C1)=O ((8aS)-2-Methyl-1,2,3,5,6,7,8,8a-octahydroindolizin-7-one). Yield: 72.0%. RXN SMILES: [CH3:1][C:2](C)([O-:4])[CH3:3].[K+].COC(=O)[C@@H:10]1[CH2:14][C:13](=O)[CH2:12][N:11]1[C:16](OCC1C=CC=CC=1)=O.[Cl-].[NH4+].[CH2:29](OCC)C>[Br-].C[P+](C1C=CC=CC=1)(C1C=CC=CC=1)C1C=CC=CC=1>[CH3:29][CH:13]1[CH2:12][N:11]2[C@H:10]([CH2:1][C:2](=[O:4])[CH2:3][CH2:16]2)[CH2:14]1 |f:0.1,3.4,6.7|. Procedure details: 4.80 g (13.4 mmol) of methyltriphenylphosphonium bromide were added to a suspension of 1.41 g (12.6 mmol) of potassium t-butoxide in 100 ml of diethyl ether, and the resulting mixture was stirred for 15 minutes at 5° C. At the end of this time, a solution of 2.50 g (9.0 mmol) of (S)-1-benzyloxycarbonyl-4-oxoproline methyl ester in 30 ml of diethyl ether was added to the mixture thus obtained, and the mixture was stirred for an additional 3 hours at 35° C. At the end of this time, 50 ml of a satu...